From a dataset of the Open Reaction Database (ORD), a public repository of structured organic reaction records. describe an organic reaction: reactants, conditions, products, and yield Reactants: O1CCC2=C1C=CC=C2[C@H]2[C@@H](C2)C=O ((-)-(trans)-2-(2,3-dihydrobenzofuran-4-yl)cyclopropanecarboxaldehyde), Cl.NO (hydroxylamine hydrochloride), [OH-].[Na+] (NaOH), C(C)O.O (ethanol water), trans oximes. The solvent is C1CCOC1 (THF), C1CCOC1 (THF). Run at time 18 hour. The product is O1CCC2=C1C=CC=C2[C@H]2[C@@H](C2)CN ((-)-(trans)-2-(2,3-Dihydrobenzofuran-4-yl)cyclopropanemethanamine). Isolated yield 70.5%. As a reaction SMILES: [O:1]1[C:5]2[CH:6]=[CH:7][CH:8]=[C:9]([C@@H:10]3[CH2:12][C@H:11]3[CH:13]=O)[C:4]=2[CH2:3][CH2:2]1.Cl.[NH2:16]O.[OH-].[Na+].C(O)C.O>C1COCC1>[O:1]1[C:5]2[CH:6]=[CH:7][CH:8]=[C:9]([C@@H:10]3[CH2:12][C@H:11]3[CH2:13][NH2:16])[C:4]=2[CH2:3][CH2:2]1 |f:1.2,3.4,5.6|. Procedure: A mixture of (-)-(trans)-2-(2,3-dihydrobenzofuran-4-yl)cyclopropanecarboxaldehyde (1.98 g, 10.5 mmol), hydroxylamine hydrochloride (2.29 g, 33 mmol), and 30% NaOH (3.5 mL, 35 mmol), in 5:1 ethanol/water (50 mL) was heated on a steam bath for 2 h. The solution was concentrated in vacuo, and the residue mixed with water. The mixture was extracted with CH2Cl2. The organic extracts were dried and concentrated in vacuo to give a solid which NMR analysis showed to be a mixture of the cis and trans oxi... Starting materials: Cl.ClCCC1=C(N=C2N(C1=O)C=CC=C2O)C (3-(2-chloroethyl)-9-hydroxy-2-methyl-4H-pyrido[1,2-a]pyrimidin-4-one hydrochloride), Cl.FC1=CC2=C(C(=NO2)C2CCNCC2)C=C1 (6-fluoro-3-(4-piperidinyl)-1,2-benzoisoxazole mono hydrochloride), C([O-])([O-])=O.[Na+].[Na+] (sodium carbonate), [I-].[K+] (potassium iodide). Run in C(C)#N (acetonitrile). Run at temperature 82.5 celsius, time 30 minute. Product: FC1=CC2=C(C(=NO2)C2CCN(CC2)CCC2=C(N=C3N(C2=O)C=CC=C3O)C)C=C1 (3-[2-[4-(6-fluoro-1,2-benzisoxazol-3-yl)piperidin-1-yl]ethyl]-9-hydroxy-2-methyl-4H-pyrido-[1,2-a]pyrimidin-4-one). Reaction SMILES: Cl.Cl[CH2:3][CH2:4][C:5]1[C:10](=[O:11])[N:9]2[CH:12]=[CH:13][CH:14]=[C:15]([OH:16])[C:8]2=[N:7][C:6]=1[CH3:17].Cl.[F:19][C:20]1[CH:34]=[CH:33][C:23]2[C:24]([CH:27]3[CH2:32][CH2:31][NH:30][CH2:29][CH2:28]3)=[N:25][O:26][C:22]=2[CH:21]=1.C(=O)([O-])[O-].[Na+].[Na+].[I-].[K+]>C(#N)C>[F:19][C:20]1[CH:34]=[CH:33][C:23]2[C:24]([CH:27]3[CH2:28][CH2:29][N:30]([CH2:3][CH2:4][C:5]4[C:10](=[O:11])[N:9]5[CH:12]=[CH:13][CH:14]=[C:15]([OH:16])[C:8]5=[N:7][C:6]=4[CH3:17])[CH2:31][CH2:32]3)=[N:25][O:26][C:22]=2[CH:21]=1 |f:0.1,2.3,4.5.6,7.8|. Reported procedure: A mixture of 3-(2-chloroethyl)-9-hydroxy-2-methyl-4H-pyrido[1,2-a]pyrimidin-4-one hydrochloride (formula-5) (11.1 grams), 6-fluoro-3-(4-piperidinyl)-1,2-benzoisoxazole mono hydrochloride (formula-6) (10 grams), sodium carbonate (7.5 grams), potassium iodide (0.64 grams) in acetonitrile (100 ml) was heated to 80-85° C. The reaction mixture was refluxed for 17 hrs under nitrogen. Then it was cooled to −10° C. and stirred for 30 min. The solid obtained was filtered and washed with chilled acetonitr... Reactants: C(C)OC(=O)C1CCN(CC1)C1=CC=C(C=C1)C(=O)N1[C@H](C[C@H](C2=CC=CC=C12)N(C1=CC=C(C=C1)Cl)C(C)=O)C ((2S,4R)-1-(4-{4-[Acetyl-(4-chloro-phenyl)-amino]-2-methyl-3,4-dihydro-2H-quinoline-1-carbonyl}-phenyl)-piperidine-4-carboxylic acid ethyl ester), C(C)OC(=O)C1CCNCC1 (piperidine-4-carboxylic acid ethyl ester). Yields the product C(C)(=O)N([C@@H]1C[C@@H](N(C2=CC=CC=C12)C(=O)C1=CC=C(C=C1)NCCC(=O)O)C)C1=CC=C(C=C1)Cl ((2S,4R)-3-(4-{4-[Acetyl-(4-chloro-phenyl)-amino]-2-methyl-3,4-dihydro-2H-quinoline-1-carbonyl}-phenylamino)-propionic acid), COC(CCNC1=CC=C(C=C1)C(=O)N1[C@H](C[C@H](C2=CC=CC=C12)N(C1=CC=C(C=C1)Cl)C(C)=O)C)=O ((2S,4R)-3-(4-{4-[Acetyl-(4-chloro-phenyl)-amino]-2-methyl-3,4-dihydro-2H-quinoline-1-carbonyl}-phenylamino)-propionic acid methyl ester). RXN SMILES: C(OC(C1C[CH2:10][N:9]([C:12]2[CH:17]=[CH:16][C:15]([C:18]([N:20]3[C:29]4[C:24](=[CH:25][CH:26]=[CH:27][CH:28]=4)[C@H:23]([N:30]([C:38](=[O:40])[CH3:39])[C:31]4[CH:36]=[CH:35][C:34]([Cl:37])=[CH:33][CH:32]=4)[CH2:22][C@@H:21]3[CH3:41])=[O:19])=[CH:14][CH:13]=2)CC1)=O)C.[CH2:42]([O:44][C:45]([CH:47]1CCNCC1)=[O:46])C>>[C:38]([N:30]([C:31]1[CH:32]=[CH:33][C:34]([Cl:37])=[CH:35][CH:36]=1)[C@H:23]1[C:24]2[C:29](=[CH:28][CH:27]=[CH:26][CH:25]=2)[N:20]([C:18]([C:15]2[CH:14]=[CH:13][C:12]([NH:9][CH2:10][CH2:47][C:45]([OH:46])=[O:44])=[CH:17][CH:16]=2)=[O:19])[C@@H:21]([CH3:41])[CH2:22]1)(=[O:40])[CH3:39].[CH3:42][O:44][C:45](=[O:46])[CH2:47][CH2:10][NH:9][C:12]1[CH:17]=[CH:16][C:15]([C:18]([N:20]2[C:29]3[C:24](=[CH:25][CH:26]=[CH:27][CH:28]=3)[C@H:23]([N:30]([C:38](=[O:40])[CH3:39])[C:31]3[CH:36]=[CH:35][C:34]([Cl:37])=[CH:33][CH:32]=3)[CH2:22][C@@H:21]2[CH3:41])=[O:19])=[CH:14][CH:13]=1. Procedure: (2S,4R)-3-(4-{4-[Acetyl-(4-chloro-phenyl)-amino]-2-methyl-3,4-dihydro-2H-quinoline-1-carbonyl}-phenylamino)-propionic acid was prepared following the procedure for (2S,4R)-1-(4-{4-[Acetyl-(4-chloro-phenyl)-amino]-2-methyl-3,4-dihydro-2H-quinoline-1-carbonyl}-phenyl)-piperidine-4-carboxylic acid ethyl ester, substituting 3-amino-propionic acid methyl ester for piperidine-4-carboxylic acid ethyl ester to yield the (2S,4R)-3-(4-{4-[Acetyl-(4-chloro-phenyl)-amino]-2-methyl-3,4-dihydro-2H-quinoline-1... Reactants: C(C)(=O)NCCNC1=CC(=NC(=N1)C1=CC=CC=C1)NC(CBr)=O (N-(6-{[2-(acetylamino)ethyl]amino}-2-phenylpyrimidin-4-yl)-2-bromoacetamide), solution, C(C)(C)N(C(C)C)CC (N,N-diisopropylethylamine), solution, BrC1=CC=C(C=C1)C1(CCNCC1)O (4-(4-bromophenyl)-4-hydroxypiperidine), solution. Run at time 5 hour. Product: C(C)(=O)NCCNC1=CC(=NC(=N1)C1=CC=CC=C1)NC(CN1CCC(CC1)(O)C1=CC=C(C=C1)Br)=O (N-(6-{[2-(acetylamino)ethyl]amino}-2-phenylpyrimidin-4-yl)-2-[4-(4-bromophenyl)-4-hydroxypiperidin-1-yl]acetamide). RXN SMILES: [C:1]([NH:4][CH2:5][CH2:6][NH:7][C:8]1[N:13]=[C:12]([C:14]2[CH:19]=[CH:18][CH:17]=[CH:16][CH:15]=2)[N:11]=[C:10]([NH:20][C:21](=[O:24])[CH2:22]Br)[CH:9]=1)(=[O:3])[CH3:2].[Br:25][C:26]1[CH:31]=[CH:30][C:29]([C:32]2([OH:38])[CH2:37][CH2:36][NH:35][CH2:34][CH2:33]2)=[CH:28][CH:27]=1.C(N(CC)C(C)C)(C)C>>[C:1]([NH:4][CH2:5][CH2:6][NH:7][C:8]1[N:13]=[C:12]([C:14]2[CH:19]=[CH:18][CH:17]=[CH:16][CH:15]=2)[N:11]=[C:10]([NH:20][C:21](=[O:24])[CH2:22][N:35]2[CH2:34][CH2:33][C:32]([C:29]3[CH:30]=[CH:31][C:26]([Br:25])=[CH:27][CH:28]=3)([OH:38])[CH2:37][CH2:36]2)[CH:9]=1)(=[O:3])[CH3:2]. Reported procedure: N-(6-{[2-(Acetylamino)ethyl]amino}-2-phenylpyrimidin-4-yl)-2-bromoacetamide (23) (30 μL of a 0.167M solution) was dispensed to a well of a 96 well microtitre plate, followed by [4-(4-bromophenyl)-4-hydroxypiperidine] (30w1 of a 0.167M solution) and N,N-diisopropylethylamine (30 μl of a 0.167M solution). The plate was placed in an oven at 63° C. for 5 hrs. The solvent was removed in vacuo yielding the title compound. LCMS (Method A) RT=2.43 min, m/z (ES+) 569 (MH)+ Starting materials: NC=1SC=C(C1S(=O)(=O)CC#N)C ((2-amino-4-methylthiophene-3-sulfonyl)acetonitrile), C(C)(OC)(OC)OC (trimethyl orthoacetate). Run at temperature 0 celsius, time 0.5 hour. Product: CC=1NC2=C(S(C1C#N)(=O)=O)C(=CS2)C (3,7-Dimethyl-4H-thieno[3,2-b]-1,4-thiazine-2-carbonitrile 1,1-dioxide). As a reaction SMILES: [NH2:1][C:2]1[S:3][CH:4]=[C:5]([CH3:13])[C:6]=1[S:7]([CH2:10][C:11]#[N:12])(=[O:9])=[O:8].[C:14](OC)(OC)(OC)[CH3:15]>>[CH3:14][C:15]1[NH:1][C:2]2[S:3][CH:4]=[C:5]([CH3:13])[C:6]=2[S:7](=[O:9])(=[O:8])[C:10]=1[C:11]#[N:12]. Procedure details: A solution of (2-amino-4-methylthiophene-3-sulfonyl)acetonitrile (0.50 g) in trimethyl orthoacetate (1 ml) was heated at 120-130° C. for 2 h and then concentrated in vacuo at ˜50° C. for 1 h. The residue was suspended in a mixture of absolute ethanol (5 ml) and triethylamine (0.32 ml) and stirred at reflux for ½ h, then at 0° C. for ½ h and filtered. The filtrate was heated at reflux for one more hour, concentrated in vacuo, dissolved in ethyl acetate (10 ml) and extracted with 1 M NaOH (10 ml)....